From a dataset of the Open Reaction Database (ORD), a public repository of structured organic reaction records. describe an organic reaction: reactants, conditions, products, and yield The reactants are [Cl-].ClC=1C=C(C[N+]=2C=CN3C2C=CC=C3)C=C(C1)Cl (1-(3,5-dichlorobenzyl)imidazo[1,2-a]pyridinium chloride), [Cl-].COC=1C=C(C[N+]=2C=CN3C2C=CC=C3)C=CC1 (1-(3-methoxybenzyl)imidazo[1,2-a]pyridinium chloride), [Cl-].CS(=O)(=O)C1=C(C[N+]=2C=CN3C2C=CC=C3)C=CC=C1 (1-(2-methylsulfonylbenzyl)imidazo[1,2-a]pyridinium chloride), 1-(3-furfuryl)imidazo[1,2-a]pyridinium bromide, [I-].C(#N)C=1C=C(C[N+]=2C=CN3C2C=CC=C3)C=CC1 (1-(3-cyanobenzyl)imidazo[1,2-a]pyridinium iodide), [Cl-].C1(=CC=CC=C1)C=1C=C(C[N+]=2C=CN3C2C=CC=C3)C=CC1 (1-(3-phenylbenzyl)imidazo[1,2-a]pyridinium chloride), [Br-].FC(C1=CC=C(C[N+]=2C=CN3C2C=CC=C3)C=C1)(F)F (1-(4-trifluoromethylbenzyl)imidazo[1,2-a]pyridinium bromide), [Cl-].S(N)(=O)(=O)C=1C=C(C[N+]=2C=CN3C2C=CC=C3)C=CC1 (1-(3-sulfamoylbenzyl)imidazo[1,2-a]pyridinium chloride), [Br-].FC=1C=C(C[N+]=2C=CN3C2C=CC=C3)C=CC1 (1-(3-fluorobenzyl)imidazo[1,2-a]pyridinium bromide), [Br-].ClC=1C=C(C[N+]=2C=CN3C2C=CC=C3)C=CC1Cl (1-(3,4-dichlorobenzyl)imidazo[1,2-a]pyridinium bromide), [Br-].COC1=C(C[N+]=2C=CN3C2C=CC=C3)C=CC=C1 (1-(2-methoxybenzyl)imidazo[1,2-a]pyridinium bromide), [Br-].BrC=1C=C(C[N+]=2C=CN3C2C=CC=C3)C=CC1 (1-(3-bromobenzyl)imidazo[1,2-a]pyridinium bromide). Yields the product [Cl-].ClC1=C(C[N+]=2C=CN3C2C=CC=C3)C=CC=C1Cl (1-(2,3-dichlorobenzyl)imidazo[1,2-a]pyridinium chloride). Reaction SMILES: [Cl-].[Cl:2][C:3]1[CH:4]=[C:5]([CH:16]=[C:17](Cl)[CH:18]=1)[CH2:6][N+:7]1[CH:8]=[CH:9][N:10]2[CH:15]=[CH:14][CH:13]=[CH:12][C:11]=12.[Br-].[Cl:21]C1C=C(C=CC=1Cl)C[N+]1C=CN2C=CC=CC=12.[Br-].COC1C=CC=CC=1C[N+]1C=CN2C=CC=CC=12.[Cl-].COC1C=C(C=CC=1)C[N+]1C=CN2C=CC=CC=12.[I-].C(C1C=C(C=CC=1)C[N+]1C=CN2C=CC=CC=12)#N.[Br-].BrC1C=C(C=CC=1)C[N+]1C=CN2C=CC=CC=12.[Br-].FC1C=C(C=CC=1)C[N+]1C=CN2C=CC=CC=12.[Cl-].C1(C2C=C(C=CC=2)C[N+]2C=CN3C=CC=CC=23)C=CC=CC=1.[Cl-].S(C1C=C(C=CC=1)C[N+]1C=CN2C=CC=CC=12)(=O)(=O)N.[Cl-].CS(C1C=CC=CC=1C[N+]1C=CN2C=CC=CC=12)(=O)=O.[Br-].FC(F)(F)C1C=CC(C[N+]2C=CN3C=CC=CC=23)=CC=1>>[Cl-:2].[Cl:21][C:4]1[C:3]([Cl:2])=[CH:18][CH:17]=[CH:16][C:5]=1[CH2:6][N+:7]1[CH:8]=[CH:9][N:10]2[CH:15]=[CH:14][CH:13]=[CH:12][C:11]=12 |f:0.1,2.3,4.5,6.7,8.9,10.11,12.13,14.15,16.17,18.19,20.21,22.23|. Procedure: 1-(3,5-dichlorobenzyl)imidazo[1,2-a]pyridinium chloride; 1-(3,4-dichlorobenzyl)imidazo[1,2-a]pyridinium bromide; 1-(2-methoxybenzyl)imidazo[1,2-a]pyridinium bromide; 1-(3-methoxybenzyl)imidazo[1,2-a]pyridinium chloride; 1-(3-cyanobenzyl)imidazo[1,2-a]pyridinium iodide; 1-(3-bromobenzyl)imidazo[1,2-a]pyridinium bromide; 1-(3-fluorobenzyl)imidazo[1,2-a]pyridinium bromide; 1-(3-phenylbenzyl)imidazo[1,2-a]pyridinium chloride; 1-(3-sulfamoylbenzyl)imidazo[1,2-a]pyridinium chloride; 1-(2-methylsulfony... Reactants: C([O-])(O)=O.[Na+] (sodium bicarbonate), N1=CC(=CC=C1)NC(=O)CON=C(C(=O)O)C=1N=C(SC1)NC=O (2-[N-(3-pyridyl)carbamoylmethoxyimino]-2-(2-formamidothiazol-4-yl)acetic acid), NC1[C@@H]2N(C(=C(CS2)CSC2=NN=NN2C)C(=O)O)C1=O (7-amino-3-(1-methyl-1H-tetrazol-5-yl)thiomethyl-3-cephem-4-carboxylic acid), C[Si](C)(C)CC(=O)N (trimethylsilylacetamide), P(=O)(Cl)(Cl)Cl (phosphorus oxychloride). Solvent: CN(C=O)C (dimethylformamide), C(Cl)Cl (methylene chloride), CN(C=O)C (N,N-dimethylformamide). Reaction conditions: temperature 40 celsius. Product: N1=CC(=CC=C1)NC(=O)CON=C(C(=O)NC1[C@@H]2N(C(=C(CS2)CSC2=NN=NN2C)C(=O)O)C1=O)C=1N=C(SC1)NC=O (7-[2-[N-(3-Pyridyl)carbamoylmethoxyimino]-2-(2-formamidothiazol-4-yl)acetamido]-3-(1-methyl-1H-tetrazol-5-yl)thiomethyl-3-cephem-4-carboxylic acid). Reaction SMILES: P(Cl)(Cl)(Cl)=O.[N:6]1[CH:11]=[CH:10][CH:9]=[C:8]([NH:12][C:13]([CH2:15][O:16][N:17]=[C:18]([C:22]2[N:23]=[C:24]([NH:27][CH:28]=[O:29])[S:25][CH:26]=2)[C:19]([OH:21])=O)=[O:14])[CH:7]=1.[NH2:30][CH:31]1[C:49](=[O:50])[N:33]2[C:34]([C:46]([OH:48])=[O:47])=[C:35]([CH2:38][S:39][C:40]3[N:44]([CH3:45])[N:43]=[N:42][N:41]=3)[CH2:36][S:37][C@H:32]12.C[Si](CC(N)=O)(C)C.C(=O)(O)[O-].[Na+]>C(Cl)Cl.CN(C)C=O>[N:6]1[CH:11]=[CH:10][CH:9]=[C:8]([NH:12][C:13]([CH2:15][O:16][N:17]=[C:18]([C:22]2[N:23]=[C:24]([NH:27][CH:28]=[O:29])[S:25][CH:26]=2)[C:19]([NH:30][CH:31]2[C:49](=[O:50])[N:33]3[C:34]([C:46]([OH:48])=[O:47])=[C:35]([CH2:38][S:39][C:40]4[N:44]([CH3:45])[N:43]=[N:42][N:41]=4)[CH2:36][S:37][C@H:32]23)=[O:21])=[O:14])[CH:7]=1 |f:4.5|. Procedure: A mixture of phosphorus oxychloride (1.6 g.) and N,N-dimethylformamide (31 ml.) was warmed at 40° C. for 30 minutes followed by cooling to -10° C. To the mixture was added 2-[N-(3-pyridyl)carbamoylmethoxyimino]-2-(2-formamidothiazol-4-yl)acetic acid (syn isomer) (3.1 g.) followed by stirring for an hour at -10° to -7° C. On the other hand, a mixture of 7-amino-3-(1-methyl-1H-tetrazol-5-yl)thiomethyl-3-cephem-4-carboxylic acid (3.2 g.) and trimethylsilylacetamide (7 g.) in methylene chloride (60 ... Starting materials: CCOC(=O)CC1CCc2cc(OCCCNc3nc(-c4ccc(CC)cc4)ccc3C(F)(F)F)ccc21, CI, [H-], [Na+], CN(C)C=O. The product is CCOC(=O)CC1CCc2cc(OCCCN(C)c3nc(-c4ccc(CC)cc4)ccc3C(F)(F)F)ccc21. Reaction SMILES: [CH2:3]([CH3:4])[c:5]1[cH:6][cH:7][c:8](-[c:11]2[cH:12][cH:13][c:14]([C:37]([F:38])([F:39])[F:40])[c:15]([NH:17][CH2:18][CH2:19][CH2:20][O:21][c:22]3[cH:23][c:24]4[c:28]([cH:29][cH:30]3)[CH:27]([CH2:31][C:32](=[O:33])[O:34][CH2:35][CH3:36])[CH2:26][CH2:25]4)[n:16]2)[cH:9][cH:10]1.[CH3:41][I:42].[H-:1].[Na+:2].[O:43]=[CH:44][N:45]([CH3:46])[CH3:47]>>[CH2:3]([CH3:4])[c:5]1[cH:6][cH:7][c:8](-[c:11]2[cH:12][cH:13][c:14]([C:37]([F:38])([F:39])[F:40])[c:15]([N:17]([CH2:18][CH2:19][CH2:20][O:21][c:22]3[cH:23][c:24]4[c:28]([cH:29][cH:30]3)[CH:27]([CH2:31][C:32](=[O:33])[O:34][CH2:35][CH3:36])[CH2:26][CH2:25]4)[CH3:41])[n:16]2)[cH:9][cH:10]1. Reactants: Cl.Cl.FC=1C=C(C=CC1OC1=NC=NN2C1=C(C(=C2)OCCN2CCN(CC2)C)C)NC(=S)NC(CC2=CC=C(C=C2)F)=O (1-(3-Fluoro-4-(5-methyl-6-(2-(4-methylpiperazin-1-yl)ethoxy)pyrrolo[2,1-f][1,2,4] triazin-4-yloxy)phenyl)-3-(2-(4-fluorophenyl)acetyl)thiourea, bis-hydrochloride salt), Cl.FC=1C=C(C=CC1OC1=NC=NN2C1=C(C(=C2)OCCN2CCOCC2)C)C(C(=O)N)C(=O)NC2=CC=C(C=C2)F ((3-Fluoro-4-(5-methyl-6-(2-morpholinoethoxy)pyrrolo[2,1-f][1,2,4]triazin-4-yloxy)phenyl)-N3-(4-fluorophenyl)malonamide, hydrochloride salt). Product: C1(CC1)C(=O)NC(=O)NC1=CC(=C(C=C1)OC1=NC=NN2C1=C(C(=C2)OCCN2CCN(CC2)C)C)F (1-Cyclopropanecarbonyl-3-(3-fluoro-4-(5-methyl-6-(2-(4-methylpiperazin-1-yl)ethoxy)pyrrolo[2,1-f][1,2,4]triazin-4-yloxy)phenyl)urea). As a reaction SMILES: Cl.Cl.[F:3][C:4]1[CH:5]=[C:6]([NH:31][C:32]([NH:34][C:35](=[O:44])[CH2:36][C:37]2C=CC(F)=C[CH:38]=2)=S)[CH:7]=[CH:8][C:9]=1[O:10][C:11]1[C:16]2=[C:17]([CH3:30])[C:18]([O:20][CH2:21][CH2:22][N:23]3[CH2:28][CH2:27][N:26]([CH3:29])[CH2:25][CH2:24]3)=[CH:19][N:15]2[N:14]=[CH:13][N:12]=1.Cl.FC1C=C(C(C(NC2C=CC(F)=CC=2)=O)C(N)=O)C=CC=1[O:53]C1C2=C(C)C(OCCN3CCOCC3)=CN2N=CN=1>>[CH:36]1([C:35]([NH:34][C:32]([NH:31][C:6]2[CH:7]=[CH:8][C:9]([O:10][C:11]3[C:16]4=[C:17]([CH3:30])[C:18]([O:20][CH2:21][CH2:22][N:23]5[CH2:24][CH2:25][N:26]([CH3:29])[CH2:27][CH2:28]5)=[CH:19][N:15]4[N:14]=[CH:13][N:12]=3)=[C:4]([F:3])[CH:5]=2)=[O:53])=[O:44])[CH2:37][CH2:38]1 |f:0.1.2,3.4|. Procedure details: Prepared in a similar manner as Example 264 using Compound B of Example 45 and Compound A of Example 280 (20.3 mg, 64%). 1H NMR (CD3OD) δ 10.85 (s, 1H), 7.70 (s, 1H), 7.76–7.72 (m, 2H), 7.22–7.14 (m, 2H), 4.14 (t, 2H, J=5.5 Hz), 2.94 (t, 2H, J=5.5 Hz), 2.89–2.60 (m, 4H), 2.78 (s, 3H), 2.34 (s, 4H), 1.70–1.67 (m, 1H), 0.99–0.95 (m, 2H), 0.91–0.86 (m, 2H); MS(ESI+) m/z 512.3 (M+H)+. The reactants are Cl (hydrochloric acid), O1CCOCC1 (dioxane), FC1=C(C=CC(=C1)I)NC=1C=[N+](C=CC1C(=O)N1CC(C1)(O)[C@H]1N(CCCC1)C(=O)OC(C)(C)C)[O-] (1,1-Dimethylethyl(2S)-2-[1-({3-[(2-fluoro-4-iodophenyl)amino]-1-oxidopyridin-4-yl}carbonyl)-3-hydroxyazetidin-3-yl]piperidine-1-carboxylate). Run in CO (methanol). Product: C(C)(=O)OC1(CN(C1)C(=O)C1=C(C=[N+](C=C1)[O-])NC1=C(C=C(C=C1)I)F)[C@H]1NCCCC1 (1-({3-[(2-fluoro-4-iodophenyl)amino]-1-oxidopyridin-4-yl}carbonyl)-3-[(2S)-piperidin-2-yl]azetidin-3-ol acetate). The yield is 65.6%. RXN SMILES: [F:1][C:2]1[CH:7]=[C:6]([I:8])[CH:5]=[CH:4][C:3]=1[NH:9][C:10]1[CH:11]=[N+:12]([O-:36])[CH:13]=[CH:14][C:15]=1[C:16]([N:18]1[CH2:21][C:20]([C@@H:23]2[CH2:28][CH2:27][CH2:26][CH2:25][N:24]2C(OC(C)(C)C)=O)([OH:22])[CH2:19]1)=[O:17].Cl.[O:38]1CCO[CH2:40][CH2:39]1>CO>[C:39]([O:22][C:20]1([C@@H:23]2[CH2:28][CH2:27][CH2:26][CH2:25][NH:24]2)[CH2:21][N:18]([C:16]([C:15]2[CH:14]=[CH:13][N+:12]([O-:36])=[CH:11][C:10]=2[NH:9][C:3]2[CH:4]=[CH:5][C:6]([I:8])=[CH:7][C:2]=2[F:1])=[O:17])[CH2:19]1)(=[O:38])[CH3:40]. Procedure details: 1,1-Dimethylethyl(2S)-2-[1-({3-[(2-fluoro-4-iodophenyl)amino]-1-oxidopyridin-4-yl}carbonyl)-3-hydroxyazetidin-3-yl]piperidine-1-carboxylate (57 mg, 0.093 mmol) was dissolved in methanol (2 mL) and treated with 4N hydrochloric acid in dioxane (0.25 mL, 1 mmol) at 50° C. for 2.25 hours. The mixture was concentrated in vacuo and was purified by reverse-phase HPLC followed by lyophilization of the pure fractions to afford 1-({3-[(2-fluoro-4-iodophenyl)amino]-1-oxidopyridin-4-yl}carbonyl)-3-[(2S)-pip... Reaction SMILES: [CH3:1][C:2]1[C:6]([C:7]2[N:8]([C:19]3[CH:24]=[CH:23][C:22]([OH:25])=[CH:21][CH:20]=3)[C:9]3[C:14]([C:15]=2[C:16](Cl)=[O:17])=[CH:13][CH:12]=[CH:11][CH:10]=3)=[C:5]([CH3:26])[O:4][N:3]=1.Cl.NO.[OH-:30].[K+].[CH3:32]O>>[NH2:3][OH:4].[CH3:1][C:2]1[C:6]([C:7]2[N:8]([C:19]3[CH:24]=[CH:23][C:22]([OH:25])=[CH:21][CH:20]=3)[C:9]3[C:14]([C:15]=2[C:16]([O:30][CH3:32])=[O:17])=[CH:13][CH:12]=[CH:11][CH:10]=3)=[C:5]([CH3:26])[O:4][N:3]=1 |f:1.2,3.4|. Procedure details: 2-(3,5-Dimethylisoxazol-4-yl)-1-(4-hydroxyphenyl)-1H-indole-3-carbonyl chloride was dissolved in 0.5 ml of dry MeOH and the mixture was cooled on an ice-bath. Fresh hydroxylamine was prepared by pouring a MeOH solution (0.3 ml) of hydroxylamine hydrochloride (12 mg, 0.17 mmol) into a MeOH solution (0.3 ml) of KOH (19 mg, 0.33 mmol). The mixture was filtered through a syringe filter into the cooled acid chloride solution. After 5 min, the cooling bath was removed and the reaction was allowed to w... Run at time 5 minute. Reactants: Cl.NO (hydroxylamine hydrochloride), [OH-].[K+] (KOH), CO (MeOH), CO (MeOH), CC1=NOC(=C1C=1N(C2=CC=CC=C2C1C(=O)Cl)C1=CC=C(C=C1)O)C (2-(3,5-Dimethylisoxazol-4-yl)-1-(4-hydroxyphenyl)-1H-indole-3-carbonyl chloride), CO (MeOH). Product: NO (hydroxylamine), CC1=NOC(=C1C=1N(C2=CC=CC=C2C1C(=O)OC)C1=CC=C(C=C1)O)C (methyl 2-(3,5-dimethylisoxazol-4-yl)-1-(4-hydroxyphenyl)-1H-indole-3-carboxylate). The reactants are CCOC(=O)Oc1ccc(C(=C(CC)c2ccccc2)c2ccc(C=CC(=O)OC(C)(C)C)cc2)cc1, ClCCl, O=C(O)C(F)(F)F. Product: CCOC(=O)Oc1ccc(C(=C(CC)c2ccccc2)c2ccc(C=CC(=O)O)cc2)cc1. Reaction SMILES: [CH2:1]([CH3:2])[O:3][C:4](=[O:5])[O:6][c:7]1[cH:8][cH:9][c:10]([C:13](=[C:14]([CH2:15][CH3:16])[c:17]2[cH:18][cH:19][cH:20][cH:21][cH:22]2)[c:23]2[cH:24][cH:25][c:26]([CH:29]=[CH:30][C:31](=[O:32])[O:33][C:34]([CH3:35])([CH3:36])[CH3:37])[cH:27][cH:28]2)[cH:11][cH:12]1.[Cl:45][CH2:46][Cl:47].[F:38][C:39]([F:40])([F:41])[C:42]([OH:43])=[O:44]>>[CH2:1]([CH3:2])[O:3][C:4](=[O:5])[O:6][c:7]1[cH:8][cH:9][c:10]([C:13](=[C:14]([CH2:15][CH3:16])[c:17]2[cH:18][cH:19][cH:20][cH:21][cH:22]2)[c:23]2[cH:24][cH:25][c:26]([CH:29]=[CH:30][C:31](=[O:32])[OH:33])[cH:27][cH:28]2)[cH:11][cH:12]1. Reactants: COc1ccc(C=O)cc1Br, [Na+], [Na+], O=C([O-])[O-], OB(O)c1ccc(F)cc1, c1ccc(P(c2ccccc2)(c2ccccc2)[Pd](P(c2ccccc2)(c2ccccc2)c2ccccc2)(P(c2ccccc2)(c2ccccc2)c2ccccc2)P(c2ccccc2)(c2ccccc2)c2ccccc2)cc1. Yields the product COc1ccc(C=O)cc1-c1ccc(F)cc1. Reaction SMILES: [Br:1][c:2]1[cH:3][c:4]([CH:5]=[O:6])[cH:7][cH:8][c:9]1[O:10][CH3:11].[Na+:100].[Na+:99].[O-:101][C:102](=[O:103])[O-:104].[OH:12][B:13]([OH:14])[c:15]1[cH:16][cH:17][c:18]([F:19])[cH:20][cH:21]1.[cH:22]1[cH:23][cH:24][c:25]([P:26]([Pd:27]([P:28]([c:29]2[cH:30][cH:31][cH:32][cH:33][cH:34]2)([c:35]2[cH:36][cH:37][cH:38][cH:39][cH:40]2)[c:41]2[cH:42][cH:43][cH:44][cH:45][cH:46]2)([P:47]([c:48]2[cH:49][cH:50][cH:51][cH:52][cH:53]2)([c:54]2[cH:55][cH:56][cH:57][cH:58][cH:59]2)[c:60]2[cH:61][cH:62][cH:63][cH:64][cH:65]2)[P:66]([c:67]2[cH:68][cH:69][cH:70][cH:71][cH:72]2)([c:73]2[cH:74][cH:75][cH:76][cH:77][cH:78]2)[c:79]2[cH:80][cH:81][cH:82][cH:83][cH:84]2)([c:85]2[cH:86][cH:87][cH:88][cH:89][cH:90]2)[c:91]2[cH:92][cH:93][cH:94][cH:95][cH:96]2)[cH:97][cH:98]1>>[c:2]1(-[c:15]2[cH:16][cH:17][c:18]([F:19])[cH:20][cH:21]2)[cH:3][c:4]([CH:5]=[O:6])[cH:7][cH:8][c:9]1[O:10][CH3:11]. Starting materials: BrC=1C=CC(=NC1)O (5-bromopyridin-2-ol), [H-].[Na+] (NaH), ICC (iodoethane). Run in C1CCOC1 (THF), C1CCOC1 (THF). Run at time 1 hour. Product: BrC=1C=CC(N(C1)CC)=O (5-bromo-1-ethylpyridin-2(1H)-one). Reaction SMILES: [H-].[Na+].[Br:3][C:4]1[CH:5]=[CH:6][C:7]([OH:10])=[N:8][CH:9]=1.I[CH2:12][CH3:13]>C1COCC1>[Br:3][C:4]1[CH:5]=[CH:6][C:7](=[O:10])[N:8]([CH2:12][CH3:13])[CH:9]=1 |f:0.1|. Procedure: To a suspension of NaH (60% dispersion in mineral oil, 1.34 g, 0.056 mol) in THF (10 mL), a solution of 5-bromopyridin-2-ol (2.5 g, 0.014 mol) in THF (50 mL) was added and the resulting mixture was stirred at RT for 1 h. To this mixture, iodoethane (10.9 g, 0.07 mol) was added and the mixture was stirred at RT overnight. The mixture was quenched with water and washed with NH4Cl solution. The organic phase was separated, then concentrated in vacuo and the residue was purified by flash chromatogra... The reactants are CO, CCO, CSc1cc(-c2nc3ccccc3nc2Cl)nc(C)n1, ClCCl, Cl, N, Nc1cccc2[nH]ncc12. Product: CSc1cc(-c2nc3ccccc3nc2Nc2cccc3[nH]ncc23)nc(C)n1. Reaction SMILES: [CH3:33][OH:34].[CH3:38][CH2:39][OH:40].[Cl:12][c:13]1[n:14][c:15]2[cH:16][cH:17][cH:18][cH:19][c:20]2[n:21][c:22]1-[c:23]1[n:24][c:25]([CH3:31])[n:26][c:27]([S:29][CH3:30])[cH:28]1.[Cl:35][CH2:36][Cl:37].[ClH:11].[NH3:32].[nH:1]1[n:2][cH:3][c:4]2[c:5]([NH2:10])[cH:6][cH:7][cH:8][c:9]12>>[nH:1]1[n:2][cH:3][c:4]2[c:5]([NH:10][c:13]3[n:14][c:15]4[cH:16][cH:17][cH:18][cH:19][c:20]4[n:21][c:22]3-[c:23]3[n:24][c:25]([CH3:31])[n:26][c:27]([S:29][CH3:30])[cH:28]3)[cH:6][cH:7][cH:8][c:9]12.